Dataset: the Open Reaction Database (ORD), a public repository of structured organic reaction records. Task: describe an organic reaction: reactants, conditions, products, and yield Yield: 97.4%. Reaction SMILES: [F:1][C:2]([F:19])([F:18])[C:3]1[CH:17]=[CH:16][C:6]([O:7][C:8]2[CH:15]=[CH:14][C:11]([CH:12]=O)=[CH:10][CH:9]=2)=[CH:5][CH:4]=1.[CH:20]([O:24][C:25]([CH:27]=P(C1C=CC=CC=1)(C1C=CC=CC=1)C1C=CC=CC=1)=[O:26])([CH2:22][CH3:23])[CH3:21]>ClCCl>[F:1][C:2]([F:19])([F:18])[C:3]1[CH:17]=[CH:16][C:6]([O:7][C:8]2[CH:15]=[CH:14][C:11]([CH:12]=[CH:27][C:25]([O:24][CH:20]([CH2:22][CH3:23])[CH3:21])=[O:26])=[CH:10][CH:9]=2)=[CH:5][CH:4]=1. Reactants: FC(C1=CC=C(OC2=CC=C(C=O)C=C2)C=C1)(F)F (4(p-trifluoromethylphenoxy)benzaldehyde), C(C)(CC)OC(=O)C=P(C1=CC=CC=C1)(C1=CC=CC=C1)C1=CC=CC=C1 (sec butyloxycarbonyl methylene triphenylphosphorane). Conditions: time 1 hour. The solvent is ClCCl (dichloromethane). Yields the product FC(C1=CC=C(OC2=CC=C(C=CC(=O)OC(C)CC)C=C2)C=C1)(F)F (sec butyl 4-(p-trifluoromethylphenoxy)cinnamate). Procedure: A mixture of 4(p-trifluoromethylphenoxy)benzaldehyde (30 g) and sec butyloxycarbonyl methylene triphenylphosphorane (50 g) dissolved in dichloromethane was allowed to stand for 1 hour at room temperature. After evaporation of the solvent the white solid was tritiated with petroleum ether to give a solution which on evaporation yielded sec butyl 4-(p-trifluoromethylphenoxy)cinnamate (40 g) b.p. 150°/0.007 mm. Yields the product C1(CC1)C(=O)OCC=1N=CC=2N(C3=CC=CC=C3C2C1)CC1=C(C=CC(=C1)Cl)Cl ([9-(2,5-Dichlorobenzyl)-9H-β-carbolin-3-yl]methyl cyclopropanecarboxylate). Conditions: time 10 minute. Run in CCOCC (ether), C(Cl)Cl (methylene chloride). Reaction SMILES: [Cl:1][C:2]1[CH:23]=[CH:22][C:21]([Cl:24])=[CH:20][C:3]=1[CH2:4][N:5]1[C:17]2[CH:16]=[N:15][C:14]([CH2:18][OH:19])=[CH:13][C:12]=2[C:11]2[C:6]1=[CH:7][CH:8]=[CH:9][CH:10]=2.[CH:25]1([C:28](Cl)=[O:29])[CH2:27][CH2:26]1>C(Cl)Cl.CCOCC>[CH:25]1([C:28]([O:19][CH2:18][C:14]2[N:15]=[CH:16][C:17]3[N:5]([CH2:4][C:3]4[CH:20]=[C:21]([Cl:24])[CH:22]=[CH:23][C:2]=4[Cl:1])[C:6]4[C:11]([C:12]=3[CH:13]=2)=[CH:10][CH:9]=[CH:8][CH:7]=4)=[O:29])[CH2:27][CH2:26]1. Starting materials: ClC1=C(CN2C3=CC=CC=C3C=3C=C(N=CC23)CO)C=C(C=C1)Cl ([9-(2,5-dichlorobenzyl)-9H-β-carbolin-3-yl]methanol), C1(CC1)C(=O)Cl (cyclopropyl carbonyl chloride). Isolated yield 63.5%. Reported procedure: A solution of [9-(2,5-dichlorobenzyl)-9H-β-carbolin-3-yl]methanol (357 mg, 1.0 mmol) and cyclopropyl carbonyl chloride (133 mg, 1.27 mmol) in methylene chloride (5 mL) was allowed to stand for 10 minutes. The solvent was evaporated, and the residue partitioned between aqueous Na2CO3 and methylene chloride. The extract was dried over Na2SO4, filtered and evaporated, affording a resin. This was dissolved in ether and filtered through a plug of silica gel, treated with ethereal hydrogen chloride, e... Reactants: NC1=NC(=NC=C1C(=O)C1=C(C=CC=C1)OC)S(=O)(=O)CC ((4-amino-2-ethanesulfonylpyrimidin-5-yl)-(2-methoxyphenyl)-methanone), C(C)(C)N1CCN(CC1)C1=CC=C(C=C1)N (4-(4-isopropylpiperazin-1-yl)phenylamine). The solvent is C(C)(C)O (isopropanol). Reaction conditions: temperature 110 celsius. Yields the product NC1=NC(=NC=C1C(=O)C1=C(C=CC=C1)OC)NC1=CC=C(C=C1)N1CCN(CC1)C(C)C ([4-amino-2-[4-(4-isopropyl-piperazin-1-yl)-phenylamino]-pyrimidin-5-yl]-(2-methoxy-phenyl)-methanone). Isolated yield 42.2%. Reaction SMILES: [NH2:1][C:2]1[C:7]([C:8]([C:10]2[CH:15]=[CH:14][CH:13]=[CH:12][C:11]=2[O:16][CH3:17])=[O:9])=[CH:6][N:5]=[C:4](S(CC)(=O)=O)[N:3]=1.[CH:23]([N:26]1[CH2:31][CH2:30][N:29]([C:32]2[CH:37]=[CH:36][C:35]([NH2:38])=[CH:34][CH:33]=2)[CH2:28][CH2:27]1)([CH3:25])[CH3:24]>C(O)(C)C>[NH2:1][C:2]1[C:7]([C:8]([C:10]2[CH:15]=[CH:14][CH:13]=[CH:12][C:11]=2[O:16][CH3:17])=[O:9])=[CH:6][N:5]=[C:4]([NH:38][C:35]2[CH:34]=[CH:33][C:32]([N:29]3[CH2:28][CH2:27][N:26]([CH:23]([CH3:25])[CH3:24])[CH2:31][CH2:30]3)=[CH:37][CH:36]=2)[N:3]=1. Reported procedure: A suspension of (4-amino-2-ethanesulfonylpyrimidin-5-yl)-(2-methoxyphenyl)-methanone (26.6 mg, 0.0828 mmol, Example 6) and 4-(4-isopropylpiperazin-1-yl)phenylamine (19.5 mg, 0.0889 mmol) in isopropanol (2.5 mL) was placed in a sealed tube and heated at 110° C. under microwave conditions for 1 hour. The resulting mixture was concentrated and the crude product was purified on silica gel with 95:5 of dichloromethane/methanol to give [4-amino-2-[4-(4-isopropyl-piperazin-1-yl)-phenylamino]-pyrimidin-... Starting materials: C(#N)C1=C(C=CC(=C1)CC)O (2-Cyano-4-ethylphenol), [H-].[Na+] (sodium hydride), BrC(C=O)(C)C (2-bromo-2-methylpropanal), O (Water). Solvent: CN1CCCN(C1=O)C (DMPU), CN1CCCN(C1=O)C (DMPU). Run at temperature 4 celsius, time 1 hour. The product is C(#N)C1=C(OC(C=O)(C)C)C=CC(=C1)CC (2-(2-cyano-4-ethylphenoxy)-2-methylpropanal). Isolated yield 94.0%. Reaction SMILES: [C:1]([C:3]1[CH:8]=[C:7]([CH2:9][CH3:10])[CH:6]=[CH:5][C:4]=1[OH:11])#[N:2].[H-].[Na+].Br[C:15]([CH3:19])([CH3:18])[CH:16]=[O:17].O>CN1C(=O)N(C)CCC1>[C:1]([C:3]1[CH:8]=[C:7]([CH2:9][CH3:10])[CH:6]=[CH:5][C:4]=1[O:11][C:15]([CH3:19])([CH3:18])[CH:16]=[O:17])#[N:2] |f:1.2|. Reported procedure: 2-Cyano-4-ethylphenol (1.47 g) was added portionwise to a stirred, ice-cooled suspension of sodium hydride (60% w/w dispersion in mineral oil, 420 mg) in DMPU (10 ml) under argon. Stirring was continued for 1 hour at ambient temperature, the mixture cooled to 4° C. and 2-bromo-2-methylpropanal (2.26 g) in DMPU (2 ml) added. Stirring was continued for 18 hours at ambient temperature. Water (50 ml) was added and the resulting mixture extracted with ether (3×50 ml). The combined extracts were washe...